The task is: describe an organic reaction: reactants, conditions, products, and yield. This data is from the Open Reaction Database (ORD), a public repository of structured organic reaction records. Reactants: COC1=CC(=C(C(=O)O)C=C1)C (4-methoxy-2-methylbenzoic acid), C(OC)(OC)=O (dimethyl carbonate), [Li+].CC(C)[N-]C(C)C (LDA). Solvent: C1CCOC1 (THF). Reaction conditions: time 4 hour. The product is C(=O)(O)CC1=C(C(=O)O)C=CC(=C1)OC (2-carboxymethyl-4-methoxy-benzoic acid). Isolated yield 95.2%. Reaction SMILES: [CH3:1][O:2][C:3]1[CH:11]=[CH:10][C:6]([C:7]([OH:9])=[O:8])=[C:5]([CH3:12])[CH:4]=1.[C:13](=O)([O:16]C)[O:14]C.[Li+].CC([N-]C(C)C)C>C1COCC1>[C:13]([CH2:12][C:5]1[CH:4]=[C:3]([O:2][CH3:1])[CH:11]=[CH:10][C:6]=1[C:7]([OH:9])=[O:8])([OH:16])=[O:14] |f:2.3|. Reported procedure: A mixture of 4-methoxy-2-methylbenzoic acid (10 g, 60 mmol) and dimethyl carbonate (10 ml, 120 mmol) in THF (80 ml) is added dropwise to LDA (120 ml of 2M in heptane/THF/ethylbenzene) at −78° C. The cold bath is removed, and after 4 h, water (100 ml) is added, and the resulting mixture is stirred overnight. After removal of organic solvents, the residue is acidified with c-HCl to pH 2. The resulting solid is filtered, dissolved in 1N—NaOH (80 ml), and then washed with ether (2×30 ml). The aqueou... The reactants are CI, O=C1NCC(c2cccc(C(F)(F)F)c2)N1c1ccc(Oc2ccc(Cl)cc2)cc1, [H-], [Na+], CN(C)C=O. The product is CN1CC(c2cccc(C(F)(F)F)c2)N(c2ccc(Oc3ccc(Cl)cc3)cc2)C1=O. RXN SMILES: [CH3:33][I:34].[Cl:1][c:2]1[cH:3][cH:4][c:5]([O:6][c:7]2[cH:8][cH:9][c:10]([N:13]3[C:14](=[O:28])[NH:15][CH2:16][CH:17]3[c:18]3[cH:19][c:20]([C:24]([F:25])([F:26])[F:27])[cH:21][cH:22][cH:23]3)[cH:11][cH:12]2)[cH:29][cH:30]1.[H-:32].[Na+:31].[O:35]=[CH:36][N:37]([CH3:38])[CH3:39]>>[Cl:1][c:2]1[cH:3][cH:4][c:5]([O:6][c:7]2[cH:8][cH:9][c:10]([N:13]3[C:14](=[O:28])[N:15]([CH3:33])[CH2:16][CH:17]3[c:18]3[cH:19][c:20]([C:24]([F:25])([F:26])[F:27])[cH:21][cH:22][cH:23]3)[cH:11][cH:12]2)[cH:29][cH:30]1. Starting materials: BrB(Br)Br, COc1cc2c(=O)c(C)cn3c4ccc(Br)cc4c(c1)c23, ClCCl, O. Product: Cc1cn2c3ccc(Br)cc3c3cc(O)cc(c1=O)c32. Reaction SMILES: [B:22]([Br:23])([Br:24])[Br:25].[Br:1][c:2]1[cH:3][cH:4][c:5]2[n:6]3[c:7]4[c:8]([cH:9][c:10]([O:15][CH3:16])[cH:11][c:12]4[c:13]2[cH:14]1)[c:17](=[O:21])[c:18]([CH3:20])[cH:19]3.[CH2:27]([Cl:28])[Cl:29].[OH2:26]>>[Br:1][c:2]1[cH:3][cH:4][c:5]2[n:6]3[c:7]4[c:8]([cH:9][c:10]([OH:15])[cH:11][c:12]4[c:13]2[cH:14]1)[c:17](=[O:21])[c:18]([CH3:20])[cH:19]3. Reactants: BrC=1C=C(C(=NC1)N)OC(C)C1=C(C(=CC=C1Cl)F)Cl (5-bromo-3-[1-(2,6-dichloro-3-fluoro-phenyl)-ethoxy]-pyridin-2-ylamine), BrC1=CC(=C(C=C1)B(O)O)OC (4-bromo-2-methoxyphenylboronic acid), CP(C)=O (dimethylphosphine oxide). The product is ClC1=C(C(=CC=C1F)Cl)C(C)OC=1C(=NC=C(C1)C1=C(C=C(C=C1)P(=O)(C)C)OC)N (3-[1-(2,6-dichloro-3-fluoro-phenyl)ethoxy]-5-(4-dimethylphosphoryl-2-methoxy-phenyl)pyridin-2-amine). As a reaction SMILES: Br[C:2]1[CH:3]=[C:4]([O:9][CH:10]([C:12]2[C:17]([Cl:18])=[CH:16][CH:15]=[C:14]([F:19])[C:13]=2[Cl:20])[CH3:11])[C:5]([NH2:8])=[N:6][CH:7]=1.Br[C:22]1[CH:27]=[CH:26][C:25](B(O)O)=[C:24]([O:31][CH3:32])[CH:23]=1.[CH3:33][PH:34](=[O:36])[CH3:35]>>[Cl:20][C:13]1[C:14]([F:19])=[CH:15][CH:16]=[C:17]([Cl:18])[C:12]=1[CH:10]([O:9][C:4]1[C:5]([NH2:8])=[N:6][CH:7]=[C:2]([C:25]2[CH:26]=[CH:27][C:22]([P:34]([CH3:35])([CH3:33])=[O:36])=[CH:23][C:24]=2[O:31][CH3:32])[CH:3]=1)[CH3:11]. Procedure: The title compound was prepared from 5-bromo-3-[1-(2,6-dichloro-3-fluoro-phenyl)-ethoxy]-pyridin-2-ylamine, 4-bromo-2-methoxyphenylboronic acid, and dimethylphosphine oxide following the same procedures as Example 1 Step 1 and Step 3; ESMS: m/z 483 (M+H)+. Reaction SMILES: [CH:1]1[CH:2]=[C:3]([CH2:6][NH:7][C:8]2[C:13]([C:14]3[N:18]=[N:17][NH:16][N:15]=3)=[CH:12][C:11]([S:19]([NH2:22])(=[O:21])=[O:20])=[C:10]([Cl:23])[CH:9]=2)[S:4][CH:5]=1.[CH2:24]=O.CO.CN([CH:31]=[O:32])C>C(Cl)Cl.C(Cl)Cl.CN(C=O)C>[Cl:23][C:10]1[CH:9]=[C:8]([NH:7][CH2:6][C:3]2[S:4][CH:5]=[CH:1][CH:2]=2)[C:13]([C:14]2[N:15]([CH2:24][O:32][CH3:31])[N:16]=[N:17][N:18]=2)=[CH:12][C:11]=1[S:19]([NH2:22])(=[O:21])=[O:20] |f:5.6|. Solvent: C(Cl)Cl (methylene chloride), C(Cl)Cl.CN(C)C=O (methylene chloride DMF). The reactants are C=1C=C(SC1)CNC2=CC(=C(C=C2C3=NNN=N3)S(=O)(=O)N)Cl (Azosemide), C=O (formaldehyde), CO (methanol), CN(C)C=O (DMF). Yields the product ClC1=C(C=C(C(=C1)NCC=1SC=CC1)C1=NN=NN1COC)S(=O)(=O)N (2-chloro-5-[1-(methoxymethyl)-1H-tetrazol-5-yl]-4-[(2-thienylmethyl)amino]benzenesulfonamide). Procedure details: Azosemide can be reacted with formaldehyde and methanol in methylene chloride, methylene chloride-DMF mixtures or DMF to yield 2-chloro-5-[1-(methoxymethyl)-1H-tetrazol-5-yl]-4-[(2-thienylmethyl)amino]benzenesulfonamide. Reactants: C(C)OC(C(C(=O)OCC)(C1CCOC2=CC(=CC=C12)S(=O)(=O)C1=CC(=CC=C1)F)C(=O)OCC)=O (2-Ethoxycarbonyl-2-[7-(3-fluoro-benzenesulfonyl)-chroman-4-yl]-malonicacid diethyl ester), [OH-].[Na+] (NaOH). Solvent: CO (MeOH). Conditions: temperature 65 celsius. Yields the product C(=O)(O)C(C(=O)O)(C(=O)O)C1CCOC2=CC(=CC=C12)S(=O)(=O)C1=CC(=CC=C1)F (2-Carboxy-2-[7-(3-fluoro-benzenesulfonyl)-chroman-4-yl]-malonic acid). Reaction SMILES: C([O:3][C:4](=[O:36])[C:5]([C:31]([O:33]CC)=[O:32])([CH:11]1[C:20]2[C:15](=[CH:16][C:17]([S:21]([C:24]3[CH:29]=[CH:28][CH:27]=[C:26]([F:30])[CH:25]=3)(=[O:23])=[O:22])=[CH:18][CH:19]=2)[O:14][CH2:13][CH2:12]1)[C:6]([O:8]CC)=[O:7])C.[OH-].[Na+]>CO>[C:31]([C:5]([CH:11]1[C:20]2[C:15](=[CH:16][C:17]([S:21]([C:24]3[CH:29]=[CH:28][CH:27]=[C:26]([F:30])[CH:25]=3)(=[O:23])=[O:22])=[CH:18][CH:19]=2)[O:14][CH2:13][CH2:12]1)([C:4]([OH:36])=[O:3])[C:6]([OH:8])=[O:7])([OH:33])=[O:32] |f:1.2|. Procedure: To a solution of 2-Ethoxycarbonyl-2-[7-(3-fluoro-benzenesulfonyl)-chroman-4-yl]-malonicacid diethyl ester (5.0 g, 9.6 mmol) in MeOH (50 ml) was added NaOH (25 ml, 3N in H2O). The milky mixture was heated at 65° C. overnight. The solvent was evaporated to give crude 2-Carboxy-2-[7-(3-fluoro-benzenesulfonyl)-chroman-4-yl]-malonic acid as a solid. The reactants are NCCN1CCCCC1 (1-(2-aminoethyl)piperdine), BrC1=CC=C(C=C1)C1=NC=2C(=NC=CC2)N1CC(=O)O (2-(4-bromophenyl)-3H-imidazo[4,5-b]pyridine-3-acetic acid). The solvent is O1CCCC1 (tetrahydrofuran), O1CCCC1 (tetrahydrofuran). Conditions: time 3 hour. The product is BrC1=CC=C(C=C1)C1=NC=2C(=NC=CC2)N1CC(=O)NCCN1CCCCC1 (2-(4-Bromophenyl)-N-[2-(1-piperidinyl)ethyl]-3H-imidazo[4,5-b]pyridine-3-acetamide). Yield: 72.8%. RXN SMILES: [Br:1][C:2]1[CH:7]=[CH:6][C:5]([C:8]2[N:16]([CH2:17][C:18]([OH:20])=O)[C:11]3=[N:12][CH:13]=[CH:14][CH:15]=[C:10]3[N:9]=2)=[CH:4][CH:3]=1.[NH2:21][CH2:22][CH2:23][N:24]1[CH2:29][CH2:28][CH2:27][CH2:26][CH2:25]1>O1CCCC1>[Br:1][C:2]1[CH:3]=[CH:4][C:5]([C:8]2[N:16]([CH2:17][C:18]([NH:21][CH2:22][CH2:23][N:24]3[CH2:29][CH2:28][CH2:27][CH2:26][CH2:25]3)=[O:20])[C:11]3=[N:12][CH:13]=[CH:14][CH:15]=[C:10]3[N:9]=2)=[CH:6][CH:7]=1. Reported procedure: A suspension of 2-(4-bromophenyl)-3H-imidazo[4,5-b]pyridine-3-acetic acid (6.0 g, 0.018 mole), 1,1'-carbondiimidazole (2.9 g, 0.018 mole) and anhydrous tetrahydrofuran (100 ml) was stirred at room temperature with a stream of nitrogen bubbling through for 3 hours. The nitrogen flow was stopped and a solution of 1-(2-aminoethyl)piperdine (2.3 g, 0.018 mole) in dry tetrahydrofuran (25 ml) was added. The solution was stirred at room temperature under nitrogen for 2 hours. The reaction mixture was c... Reactants: C(CC)[C@]12C3(CC=C2C2=C(CC1)C=1C=CC(=CC1CC2)OC)OCCO3 (13β-Propyl-3-methoxy-17,17-ethylenedioxygona-1,3,5(10),8,14-pentaene), [H][H] (hydrogen). The reagents and catalysts are [Pd] (palladium on calcium carbonate). Solvent: C1=CC=CC=C1 (benzene). Yields the product C(CC)[C@]12C3(CC[C@H]2C2=C(CC1)C=1C=CC(=CC1CC2)OC)OCCO3 (13β -Propyl-3-methoxy-17,17-ethylenedioxygona-1,3,5(10), 8-tetraene). The yield is 71.6%. Reaction SMILES: [CH2:1]([C@:4]12[CH2:12][CH2:11][C:10]3[C:13]4[CH:14]=[CH:15][C:16]([O:21][CH3:22])=[CH:17][C:18]=4[CH2:19][CH2:20][C:9]=3[C:8]1=[CH:7][CH2:6][C:5]12[O:26][CH2:25][CH2:24][O:23]1)[CH2:2][CH3:3].[H][H]>C1C=CC=CC=1.[Pd]>[CH2:1]([C@:4]12[CH2:12][CH2:11][C:10]3[C:13]4[CH:14]=[CH:15][C:16]([O:21][CH3:22])=[CH:17][C:18]=4[CH2:19][CH2:20][C:9]=3[C@@H:8]1[CH2:7][CH2:6][C:5]12[O:23][CH2:24][CH2:25][O:26]1)[CH2:2][CH3:3]. Procedure: Shake 13β-Propyl-3-methoxy-17,17-ethylenedioxygona-1,3,5(10),8,14-pentaene (2.5 g.) in benzene (80 cc.) with hydrogen at atmospheric pressure in the presence of a 2% palladium on calcium carbonate catalyst (0.9 g.); hydrogen uptake ceases after the requisite amount (161 cc.) for monohydrogenation has been absorbed. Filter and evaporate to obtain a gum, which one crystallizes from ethanol to obtain the title product (1.8 g.), m.p. 119°-120°; ultraviolet absorption peak at 278 mμ (ε15,300). Yields the product ClC1=C(C(=CC=C1F)Cl)C(C)OC=1C(=NC=C(N1)C1=CC=C(C=C1)P(=O)(C)C)N (3-[1-(2,6-dichloro-3-fluoro-phenyl)ethoxy]-5-(4-dimethylphosphorylphenyl)pyrazin-2-amine). Starting materials: BrC=1N=C(C(=NC1)N)OC(C)C1=C(C(=CC=C1Cl)F)Cl (5-bromo-3-[1-(2,6-dichloro-3-fluoro-phenyl)-ethoxy]-pyrazin-2-ylamine), BrC1=CC=C(C=C1)B(O)O (4-bromophenylboronic acid), CP(C)=O (dimethylphosphine oxide). Procedure details: The title compound was prepared from 5-bromo-3-[1-(2,6-dichloro-3-fluoro-phenyl)-ethoxy]-pyrazin-2-ylamine, 4-bromophenylboronic acid, and dimethylphosphine oxide following the same procedures as Example 1 Step 1 and Step 3; ESMS: m/z 454 (M+H)+. RXN SMILES: Br[C:2]1[N:3]=[C:4]([O:9][CH:10]([C:12]2[C:17]([Cl:18])=[CH:16][CH:15]=[C:14]([F:19])[C:13]=2[Cl:20])[CH3:11])[C:5]([NH2:8])=[N:6][CH:7]=1.Br[C:22]1[CH:27]=[CH:26][C:25](B(O)O)=[CH:24][CH:23]=1.[CH3:31][PH:32](=[O:34])[CH3:33]>>[Cl:20][C:13]1[C:14]([F:19])=[CH:15][CH:16]=[C:17]([Cl:18])[C:12]=1[CH:10]([O:9][C:4]1[C:5]([NH2:8])=[N:6][CH:7]=[C:2]([C:22]2[CH:27]=[CH:26][C:25]([P:32]([CH3:33])([CH3:31])=[O:34])=[CH:24][CH:23]=2)[N:3]=1)[CH3:11]. Reactants: FC(C(=O)O)(F)F (trifluoroacetic acid), C(C)(C)(C)OC(=O)N1C(\C(\C2=CC=C(C=C12)Cl)=C/C1=CC(=CC=C1)Cl)=O (Z-6-chloro-3-(3-chloro-benzylidene)-2-oxo-2,3-dihydro-indole-1-carboxylic acid tert-butyl ester), ClC=1C(=CC(=C(C1)C=NC(=C)O[Si](C)(C)C)OC1CCOCC1)F (1-[5-chloro-4-fluoro-2-(tetrahydro-pyran-4-yloxy)-phenyl]-3-trimethylsilyoxy-2-aza-1,3-butadiene), C1(=CC=CC=C1)C (toluene). The solvent is ClCCl (dicloromethane). The product is 3R, ClC=1C=C(C=CC1)C1C2(CNC(C1)=O)C(NC1=CC=CC=C12)=O (4′-(3-chlorophenyl)spiro[3H-indole-3,3′-piperidine]-2,6′(1H)-dione). The yield is 50.0%. RXN SMILES: C(OC([N:8]1[C:16]2C(=CC=C(Cl)C=2)/[C:10](=[CH:18]/[C:19]2[CH:24]=[CH:23][CH:22]=[C:21]([Cl:25])[CH:20]=2)/[C:9]1=[O:26])=O)(C)(C)C.ClC1C(F)=CC(OC2CCOCC2)=C(C=[N:35]C(O[Si](C)(C)C)=C)C=1.F[C:52](F)(F)[C:53]([OH:55])=O.[C:58]1(C)[CH:63]=[CH:62][CH:61]=[CH:60][CH:59]=1>ClCCl>[Cl:25][C:21]1[CH:20]=[C:19]([CH:18]2[CH2:10][C:9](=[O:26])[NH:8][CH2:16][C:52]32[C:63]2[C:58](=[CH:59][CH:60]=[CH:61][CH:62]=2)[NH:35][C:53]3=[O:55])[CH:24]=[CH:23][CH:22]=1. Reported procedure: In a manner similar to the method described in example 32d, E/Z-6-chloro-3-(3-chloro-benzylidene)-2-oxo-2,3-dihydro-indole-1-carboxylic acid tert-butyl ester prepared in example 5b (0.79 g, 2 mmol) was reacted with 1-[5-chloro-4-fluoro-2-(tetrahydro-pyran-4-yloxy)-phenyl]-3-trimethylsilyoxy-2-aza-1,3-butadiene (5 mmol) in toluene, then treated with trifluoroacetic acid in dicloromethane to give racemic(2′R, 3R, 4′S)-6-chloro-2′-[5-chloro-4-fluoro-2-(tetrahydro-pyran-4-yloxy)-phenyl]]-4′-(3-chlor...